Dataset: the Open Reaction Database (ORD), a public repository of structured organic reaction records. Task: describe an organic reaction: reactants, conditions, products, and yield Procedure: To a solution of (2S)-butan-2-ol (0.32 mL) in toluene (8 mL) was added sodium hydride (0.28 g), and the resulting mixture was stirred at 70° C. for 15 min under a nitrogen atmosphere. A mixture of tert-butyl 8-chloro-2,3-dihydropyrido[3,2-f][1,4]oxazepine-4(5H)-carboxylate (1.0 g), BINAP (0.066 g), Pd2(dba)3 (0.048 g) and toluene (8 mL) was added, and the resulting mixture was stirred at 100° C. for 2 hr under an argon atmosphere. The reaction solution was poured into water, and the resulting pr... RXN SMILES: [CH3:1][C@H:2]([OH:5])[CH2:3][CH3:4].[H-].[Na+].Cl[C:9]1[CH:10]=[CH:11][C:12]2[CH2:13][N:14]([C:20]([O:22][C:23]([CH3:26])([CH3:25])[CH3:24])=[O:21])[CH2:15][CH2:16][O:17][C:18]=2[N:19]=1.O>C1(C)C=CC=CC=1.C1C=CC(/C=C/C(/C=C/C2C=CC=CC=2)=O)=CC=1.C1C=CC(/C=C/C(/C=C/C2C=CC=CC=2)=O)=CC=1.C1C=CC(/C=C/C(/C=C/C2C=CC=CC=2)=O)=CC=1.[Pd].[Pd].C1C=CC(P(C2C(C3C(P(C4C=CC=CC=4)C4C=CC=CC=4)=CC=C4C=3C=CC=C4)=C3C(C=CC=C3)=CC=2)C2C=CC=CC=2)=CC=1>[CH3:1][C@H:2]([O:5][C:9]1[CH:10]=[CH:11][C:12]2[CH2:13][N:14]([C:20]([O:22][C:23]([CH3:26])([CH3:25])[CH3:24])=[O:21])[CH2:15][CH2:16][O:17][C:18]=2[N:19]=1)[CH2:3][CH3:4] |f:1.2,6.7.8.9.10|. Starting materials: ClC=1C=CC=2CN(CCOC2N1)C(=O)OC(C)(C)C (tert-butyl 8-chloro-2,3-dihydropyrido[3,2-f][1,4]oxazepine-4(5H)-carboxylate), C[C@@H](CC)O ((2S)-butan-2-ol), [H-].[Na+] (sodium hydride), O (water). Yield: 65.0%. Reaction conditions: temperature 70 celsius, time 15 minute. Yields the product C[C@@H](CC)OC=1C=CC=2CN(CCOC2N1)C(=O)OC(C)(C)C (tert-butyl 8-{[(1S)-1-methylpropyl]oxy}-2,3-dihydropyrido[3,2-f][1,4]oxazepine-4(5H)-carboxylate). Solvent: C1(=CC=CC=C1)C (toluene), C1(=CC=CC=C1)C (toluene). The reagents and catalysts are C=1C=CC(=CC1)/C=C/C(=O)/C=C/C2=CC=CC=C2.C=1C=CC(=CC1)/C=C/C(=O)/C=C/C2=CC=CC=C2.C=1C=CC(=CC1)/C=C/C(=O)/C=C/C2=CC=CC=C2.[Pd].[Pd] (Pd2(dba)3), C=1C=CC(=CC1)P(C=2C=CC=CC2)C3=CC=C4C=CC=CC4=C3C5=C6C=CC=CC6=CC=C5P(C=7C=CC=CC7)C=8C=CC=CC8 (BINAP).